From a dataset of the Open Reaction Database (ORD), a public repository of structured organic reaction records. describe an organic reaction: reactants, conditions, products, and yield RXN SMILES: [Br:3][c:4]1[s:5][c:6]2[c:7]([n:8]1)[c:9]([Cl:25])[cH:10][c:11]([F:24])[c:12]2-[c:13]1[n:14][n:15]([CH3:23])[c:16]([C:19]([F:20])([F:21])[F:22])[c:17]1[Cl:18].[CH3:26][C:27]([NH2:28])=[O:29].[H-:1].[Na+:2].[O:30]1[CH2:31][CH2:32][CH2:33][CH2:34]1>>[c:4]1([NH:28][C:27]([CH3:26])=[O:29])[s:5][c:6]2[c:7]([n:8]1)[c:9]([Cl:25])[cH:10][c:11]([F:24])[c:12]2-[c:13]1[n:14][n:15]([CH3:23])[c:16]([C:19]([F:20])([F:21])[F:22])[c:17]1[Cl:18]. Yields the product CC(=O)Nc1nc2c(Cl)cc(F)c(-c3nn(C)c(C(F)(F)F)c3Cl)c2s1. The reactants are Cn1nc(-c2c(F)cc(Cl)c3nc(Br)sc23)c(Cl)c1C(F)(F)F, CC(N)=O, [H-], [Na+], C1CCOC1. The product is O=C(Nc1ccccc1N1CCCCC1)c1ccc(Nc2ccccc2)o1. Reactants: CC(C)(C)[O-], Cc1ccccc1, [K+], O=C(Nc1ccccc1N1CCCCC1)c1ccc(Br)o1, Nc1ccccc1, c1ccc(P(c2ccccc2)c2ccc3ccccc3c2-c2c(P(c3ccccc3)c3ccccc3)ccc3ccccc23)cc1. Reaction SMILES: [CH3:75][C:76]([CH3:77])([O-:78])[CH3:79].[CH3:81][c:82]1[cH:83][cH:84][cH:85][cH:86][cH:87]1.[K+:80].[N:1]1([c:7]2[c:8]([NH:13][C:14](=[O:15])[c:16]3[o:17][c:18]([Br:21])[cH:19][cH:20]3)[cH:9][cH:10][cH:11][cH:12]2)[CH2:2][CH2:3][CH2:4][CH2:5][CH2:6]1.[NH2:22][c:23]1[cH:24][cH:25][cH:26][cH:27][cH:28]1.[c:29]1([P:30]([c:31]2[cH:32][cH:33][cH:34][cH:35][cH:36]2)[c:37]2[cH:38][cH:39][c:40]3[c:41]([cH:42][cH:43][cH:44][cH:45]3)[c:46]2-[c:47]2[c:48]3[c:49]([cH:50][cH:51][cH:52][cH:53]3)[cH:54][cH:55][c:56]2[P:57]([c:58]2[cH:59][cH:60][cH:61][cH:62][cH:63]2)[c:64]2[cH:65][cH:66][cH:67][cH:68][cH:69]2)[cH:70][cH:71][cH:72][cH:73][cH:74]1>>[N:1]1([c:7]2[c:8]([NH:13][C:14](=[O:15])[c:16]3[o:17][c:18]([NH:22][c:23]4[cH:24][cH:25][cH:26][cH:27][cH:28]4)[cH:19][cH:20]3)[cH:9][cH:10][cH:11][cH:12]2)[CH2:2][CH2:3][CH2:4][CH2:5][CH2:6]1. Starting materials: CC1=C(C(=O)OCCC#N)C(c2cccc(Cl)c2)C(C(=O)O)=C(OCCCl)N1C, ClCCl, NCCC(c1ccccc1)c1ccccc1. Yields the product CC1=C(C(=O)OCCC#N)C(c2cccc(Cl)c2)C(C(=O)NCCC(c2ccccc2)c2ccccc2)=C(OCCCl)N1C. As a reaction SMILES: [C:1](#[N:2])[CH2:3][CH2:4][O:5][C:6](=[O:7])[C:8]1=[C:13]([CH3:14])[N:12]([CH3:15])[C:11]([O:16][CH2:17][CH2:18][Cl:19])=[C:10]([C:20](=[O:21])[OH:22])[CH:9]1[c:23]1[cH:24][c:25]([Cl:29])[cH:26][cH:27][cH:28]1.[Cl:46][CH2:47][Cl:48].[c:30]1([CH:36]([CH2:37][CH2:38][NH2:39])[c:40]2[cH:41][cH:42][cH:43][cH:44][cH:45]2)[cH:31][cH:32][cH:33][cH:34][cH:35]1>>[C:1](#[N:2])[CH2:3][CH2:4][O:5][C:6](=[O:7])[C:8]1=[C:13]([CH3:14])[N:12]([CH3:15])[C:11]([O:16][CH2:17][CH2:18][Cl:19])=[C:10]([C:20](=[O:22])[NH:39][CH2:38][CH2:37][CH:36]([c:30]2[cH:31][cH:32][cH:33][cH:34][cH:35]2)[c:40]2[cH:41][cH:42][cH:43][cH:44][cH:45]2)[CH:9]1[c:23]1[cH:24][c:25]([Cl:29])[cH:26][cH:27][cH:28]1. Starting materials: Br, CN(C)CCN1CCSc2cc(N)ccc21, CCO, N=C(SCc1ccccc1)c1ccco1. Product: CN(C)CCN1CCSc2cc(NC(=N)c3ccco3)ccc21. Reaction SMILES: [BrH:1].[CH3:17][N:18]([CH2:19][CH2:20][N:21]1[c:22]2[c:23]([cH:27][c:28]([NH2:31])[cH:29][cH:30]2)[S:24][CH2:25][CH2:26]1)[CH3:32].[CH3:33][CH2:34][OH:35].[o:2]1[c:3]([C:7](=[NH:8])[S:9][CH2:10][c:11]2[cH:12][cH:13][cH:14][cH:15][cH:16]2)[cH:4][cH:5][cH:6]1>>[o:2]1[c:3]([C:7](=[NH:8])[NH:31][c:28]2[cH:27][c:23]3[c:22]([cH:30][cH:29]2)[N:21]([CH2:20][CH2:19][N:18]([CH3:17])[CH3:32])[CH2:26][CH2:25][S:24]3)[cH:4][cH:5][cH:6]1.